The task is: describe an organic reaction: reactants, conditions, products, and yield. This data is from the Open Reaction Database (ORD), a public repository of structured organic reaction records. Reactants: CC=1SC(=C(N1)C)C(=O)O (2,4-dimethylthiazole-5-carboxylic acid), P(Cl)(Cl)(Cl)(Cl)Cl (phosphorus pentachloride). Reaction SMILES: [CH3:1][C:2]1[S:3][C:4]([C:8]([OH:10])=O)=[C:5]([CH3:7])[N:6]=1.P(Cl)(Cl)(Cl)(Cl)[Cl:12]>C1(C)C=CC=CC=1>[CH3:1][C:2]1[S:3][C:4]([C:8]([Cl:12])=[O:10])=[C:5]([CH3:7])[N:6]=1. Reported procedure: 9.30 g of 2,4-dimethylthiazole-5-carboxylic acid was suspended in 90 ml of toluene, and 15.0 g of phosphorus pentachloride was added. The mixture was refluxed for 1 hour. Under reduced pressure, the resulting phosphorus oxychloride and the toluene were evaporated to give 2,4-dimethylthiazole-5-carboxylic acid chloride which was used in the following reaction without purification. Product: CC=1SC(=C(N1)C)C(=O)Cl (2,4-dimethylthiazole-5-carboxylic acid chloride). Solvent: C1(=CC=CC=C1)C (toluene). Reactants: NC1=NC(=NC2=CC(=C(C=C12)OCC)OCC)Cl (4-Amino-2-chloro-6,7-diethoxyquinazoline), O1C(COC2=C1C=CC=C2)C(=O)N2CCNCC2 (N-(1,4-benzodioxan-2-carbonyl)piperazine). Solvent: C(CCC)O (n-butanol). Yields the product Cl.NC1=NC(=NC2=CC(=C(C=C12)OCC)OCC)N1CCN(CC1)C(=O)C1COC2=C(O1)C=CC=C2 (4-amino-2-[4-(1,4-benzodioxan-2-carbonyl)piperazin-1-yl]-6,7-diethoxyquinazoline hydrochloride). As a reaction SMILES: [NH2:1][C:2]1[C:11]2[C:6](=[CH:7][C:8]([O:15][CH2:16][CH3:17])=[C:9]([O:12][CH2:13][CH3:14])[CH:10]=2)[N:5]=[C:4]([Cl:18])[N:3]=1.[O:19]1[C:24]2[CH:25]=[CH:26][CH:27]=[CH:28][C:23]=2[O:22][CH2:21][CH:20]1[C:29]([N:31]1[CH2:36][CH2:35][NH:34][CH2:33][CH2:32]1)=[O:30]>C(O)CCC>[ClH:18].[NH2:1][C:2]1[C:11]2[C:6](=[CH:7][C:8]([O:15][CH2:16][CH3:17])=[C:9]([O:12][CH2:13][CH3:14])[CH:10]=2)[N:5]=[C:4]([N:34]2[CH2:35][CH2:36][N:31]([C:29]([CH:20]3[O:19][C:24]4[CH:25]=[CH:26][CH:27]=[CH:28][C:23]=4[O:22][CH2:21]3)=[O:30])[CH2:32][CH2:33]2)[N:3]=1 |f:3.4|. Reported procedure: 4-Amino-2-chloro-6,7-diethoxyquinazoline (0.33 g.) and N-(1,4-benzodioxan-2-carbonyl)piperazine (0.32 g.) were heated under reflux in n-butanol (30 ml.) overnight. The mixture was then evaporated in vacuo and the residue partitioned between sodium carbonate solution and chloroform. The combined chloroform extracts were washed with water, dried (Na2SO4), evaporated in vacuo and the residue chromatographed on silica gel (70 g.) using chloroform/methanol (0-5%) as eluent. Similar fractions were com... The reactants are N1=CC=CC=C1 (pyridine), C1(=CC=CC=C1)S(=O)(=O)Cl (benzenesulfonyl chloride), CN1CCN(CC1)C=1C=CC(=C2C=CC=NC12)N (8-(4-methyl-1-piperazinyl)-5-quinolinylamine). Solvent: C(Cl)Cl (CH2Cl2). Run at time 16 hour. Yields the product Cl.CN1CCN(CC1)C=1C=CC(=C2C=CC=NC12)NS(=O)(=O)C1=CC=CC=C1 (N-[8-(4-Methyl-1-piperazinyl)-5-quinolinyl]benzenesulfonamide, hydrochloride). RXN SMILES: [CH3:1][N:2]1[CH2:7][CH2:6][N:5]([C:8]2[CH:9]=[CH:10][C:11]([NH2:18])=[C:12]3[C:17]=2[N:16]=[CH:15][CH:14]=[CH:13]3)[CH2:4][CH2:3]1.N1C=CC=CC=1.[C:25]1([S:31]([Cl:34])(=[O:33])=[O:32])[CH:30]=[CH:29][CH:28]=[CH:27][CH:26]=1>C(Cl)Cl>[ClH:34].[CH3:1][N:2]1[CH2:7][CH2:6][N:5]([C:8]2[CH:9]=[CH:10][C:11]([NH:18][S:31]([C:25]3[CH:30]=[CH:29][CH:28]=[CH:27][CH:26]=3)(=[O:33])=[O:32])=[C:12]3[C:17]=2[N:16]=[CH:15][CH:14]=[CH:13]3)[CH2:4][CH2:3]1 |f:4.5|. Reported procedure: To a solution of 8-(4-methyl-1-piperazinyl)-5-nitroquinoline (0.379 g, 1.39 mmol) in THF:EtOH 1:4 solvent system was added Raney-Ni (1.0 mL suspension in EtOH) followed by hydrazine hydrate (0.348 g, 6.95 mmol). The mixture was stirred vigorously at room temperature for 16 hours and then filtered through celite pretreated with water. The filtrate was concentrated, and the residue was purified by column chromatography (SiO2, CHCl3/MeOH/NH3 9:1:0.4%) to give 0.337 g of 8-(4-methyl-1-piperazinyl)-5... Starting materials: CC([C@@H](CO)O)(C)C ((2S)-3,3-dimethyl-1,2-butanediol), S(=O)(Cl)Cl (thionyl chloride), I(=O)(=O)(=O)[O-].[Na+] (sodium periodate), C(C)#N (acetonitrile). Reagents/catalysts: O.[Ru](Cl)(Cl)Cl (ruthenium(III) chloride hydrate). Run in C(Cl)(Cl)(Cl)Cl (carbon tetrachloride), O (water). Run at time 2 hour. Product: C(C)(C)(C)[C@@H]1OS(OC1)(=O)=O ((4S)-4-tert-butyl-1,3,2-dioxathiolane 2,2-dioxide). The yield is 97.0%. RXN SMILES: [CH3:1][C:2]([CH3:8])([CH3:7])[C@H:3]([OH:6])[CH2:4][OH:5].[S:9](Cl)(Cl)=[O:10].C(#N)C.I([O-])(=O)(=O)=[O:17].[Na+]>C(Cl)(Cl)(Cl)Cl.O.O.[Ru](Cl)(Cl)Cl>[C:2]([C@H:3]1[CH2:4][O:5][S:9](=[O:10])(=[O:17])[O:6]1)([CH3:8])([CH3:7])[CH3:1] |f:3.4,7.8|. Procedure: To 5.63 g (47.63 mmol) of (2S)-3,3-dimethyl-1,2-butanediol in 48 mL of carbon tetrachloride was added 3.47 mL (47.63 mmol) of thionyl chloride. The resulting mixture was heated at reflux for 1 h, and cooled to 0° C., before 48 mL of acetonitrile was added. Then, 1.0 mg (4.8 μmol) of ruthenium(III) chloride hydrate was added, followed by 15.28 g (71.45 mmol) of sodium periodate. The reaction mixture was diluted with 71 mL of water and stirred for 2 h. It was then extracted with diethyl ether. The...